This data is from the Open Reaction Database (ORD), a public repository of structured organic reaction records. The task is: describe an organic reaction: reactants, conditions, products, and yield Reactants: c1ccc(CNc2ccccc2)cc1, [Li]CCCC, C1CCCCC1, CCCCCC, CN(C)CCN(C)C, O=P(Cl)(Cl)c1ccccc1. The product is O=P1(c2ccccc2)c2ccccc2CN1c1ccccc1. RXN SMILES: [CH2:14]([c:15]1[cH:16][cH:17][cH:18][cH:19][cH:20]1)[NH:21][c:22]1[cH:23][cH:24][cH:25][cH:26][cH:27]1.[CH2:1]([Li:2])[CH2:3][CH2:4][CH3:5].[CH2:44]1[CH2:45][CH2:46][CH2:47][CH2:48][CH2:49]1.[CH3:38][CH2:39][CH2:40][CH2:41][CH2:42][CH3:43].[CH3:6][N:7]([CH3:8])[CH2:9][CH2:10][N:11]([CH3:12])[CH3:13].[c:28]1([P:34](=[O:35])([Cl:36])[Cl:37])[cH:29][cH:30][cH:31][cH:32][cH:33]1>>[CH2:14]1[c:15]2[c:16]([cH:17][cH:18][cH:19][cH:20]2)[P:34]([c:28]2[cH:29][cH:30][cH:31][cH:32][cH:33]2)(=[O:35])[N:21]1[c:22]1[cH:23][cH:24][cH:25][cH:26][cH:27]1. Starting materials: O=C([O-])O, COc1cc2c(cc1OC(C)=O)C(=O)CCC2, CO, Cl, [Na+], O. Product: COc1cc2c(cc1O)C(=O)CCC2. RXN SMILES: [C:2](=[O:3])([OH:4])[O-:5].[C:7](=[O:8])([CH3:9])[O:10][c:11]1[c:12]([O:22][CH3:23])[cH:13][c:14]2[c:19]([cH:20]1)[C:18](=[O:21])[CH2:17][CH2:16][CH2:15]2.[CH3:25][OH:26].[ClH:24].[Na+:6].[OH2:1]>>[OH:10][c:11]1[c:12]([O:22][CH3:23])[cH:13][c:14]2[c:19]([cH:20]1)[C:18](=[O:21])[CH2:17][CH2:16][CH2:15]2. Yield: 13.0%. Yields the product FC1=CC=C(C=C1)C1=NOC(=C1C=1N=CN(C1)C=1C=C(C#N)C=CC1)C (3-{4-[3-(4-Fluoro-phenyl)-5-methyl-isoxazol-4-yl]-imidazol-1-yl}-benzonitrile). Reported procedure: As described for Example 3, 4-(1H-imidazol-4-yl)-5-methyl-3-(4-fluorophenyl)-isoxazole (73 mg, 0.3 mmol) was converted, using 3-cyanophenylboronic acid instead of 4-fluorophenylboronic acid, to the title compound (13 mg, 13%) which was obtained as an off-white solid. MS: m/e=345.6 [M+H]+. Reactants: N1C=NC(=C1)C=1C(=NOC1C)C1=CC=C(C=C1)F (4-(1H-imidazol-4-yl)-5-methyl-3-(4-fluorophenyl)-isoxazole), C(#N)C=1C=C(C=CC1)B(O)O (3-cyanophenylboronic acid). RXN SMILES: [NH:1]1[CH:5]=[C:4]([C:6]2[C:7]([C:12]3[CH:17]=[CH:16][C:15]([F:18])=[CH:14][CH:13]=3)=[N:8][O:9][C:10]=2[CH3:11])[N:3]=[CH:2]1.[C:19]([C:21]1[CH:22]=[C:23](B(O)O)[CH:24]=[CH:25][CH:26]=1)#[N:20]>>[F:18][C:15]1[CH:16]=[CH:17][C:12]([C:7]2[C:6]([C:4]3[N:3]=[CH:2][N:1]([C:25]4[CH:26]=[C:21]([CH:22]=[CH:23][CH:24]=4)[C:19]#[N:20])[CH:5]=3)=[C:10]([CH3:11])[O:9][N:8]=2)=[CH:13][CH:14]=1. The reactants are CO, COC(=O)C1CN(C(=O)OC(C)(C)C)CC1c1ccc(Cl)c(Cl)c1, Cl, [Li+], [OH-]. The product is CC(C)(C)OC(=O)N1CC(C(=O)O)C(c2ccc(Cl)c(Cl)c2)C1. As a reaction SMILES: [CH3:28][OH:29].[Cl:1][c:2]1[cH:3][c:4]([CH:9]2[CH:10]([C:21](=[O:22])[O:23][CH3:24])[CH2:11][N:12]([C:14](=[O:15])[O:16][C:17]([CH3:18])([CH3:19])[CH3:20])[CH2:13]2)[cH:5][cH:6][c:7]1[Cl:8].[ClH:27].[Li+:26].[OH-:25]>>[Cl:1][c:2]1[cH:3][c:4]([CH:9]2[CH:10]([C:21](=[O:22])[OH:23])[CH2:11][N:12]([C:14](=[O:15])[O:16][C:17]([CH3:18])([CH3:19])[CH3:20])[CH2:13]2)[cH:5][cH:6][c:7]1[Cl:8]. Reactants: C=CC (propylene), methylaluminoxane, C=C (ethylene), C=C (ethylene), C=CCC (1-butene), C(C(C)C)[Al](CC(C)C)CC(C)C (triisobutylaluminum). Reagents/catalysts: [Cl-].[Cl-].C1(=CC=CC=C1)C(C1=CC=CC=C1)=[Zr+2](C1=C(C=CC=2C3=CC=C(C=C3CC12)C(C)(C)C)C(C)(C)C)C1C=C(C=C1CC)C(C)(C)C (diphenylmethylene(3-tert-butyl-5-ethylcyclopentadienyl)(2,7-di-tert-butylfluorenyl)zirconium dichloride). Run in C1(=CC=CC=C1)C (toluene), C1(=CC=CC=C1)C (toluene), C1(=CC=CC=C1)C (toluene), CO (methanol), CO (methanol), CCCCCC (hexane). Reaction conditions: temperature 55 celsius. Yields the product C=CC.C=C.C=CCC (Propylene•Ethylene•Butene). As a reaction SMILES: [CH2:1]=[CH:2][CH2:3][CH3:4].[CH2:5]([Al](CC(C)C)CC(C)C)[CH:6](C)C.C=CC.C=C>CO.[Cl-].[Cl-].C1(C(=[Zr+2](C2C(CC)=CC(C(C)(C)C)=C2)C2C3CC4C(=CC=C(C(C)(C)C)C=4)C=3C=CC=2C(C)(C)C)C2C=CC=CC=2)C=CC=CC=1.C1(C)C=CC=CC=1.CCCCCC>[CH2:1]=[CH:2][CH3:3].[CH2:5]=[CH2:6].[CH2:1]=[CH:2][CH2:3][CH3:4] |f:5.6.7,10.11.12|. Procedure details: A polymerization reactor of 4000 ml which was sufficiently purged with nitrogen was charged with 1834 ml of dried hexane, 110 g of 1-butene and triisobutylaluminum (1.0 mmol) at ambient temperature. Then, an inside of the polymerization reactor was heated to 55° C., and pressure was applied by propylene so that the inside pressure of the system was 0.58 MPa. Thereafter, the inside pressure of the system was controlled to 0.75 MPa by ethylene. Next, diphenylmethylene(3-tert-butyl-5-ethylcyclopent... Reaction SMILES: [C:25]([c:26]1[cH:27][cH:28][cH:29][cH:30][cH:31]1)([c:32]1[cH:33][cH:34][cH:35][cH:36][cH:37]1)([c:38]1[cH:39][cH:40][cH:41][cH:42][cH:43]1)[NH:44][c:45]1[s:46][cH:47][c:48]([C:50]([C:51](=[O:52])[OH:53])=[O:54])[n:49]1.[CH3:55][OH:56].[s:1]1[cH:2][c:3]([CH:6]([C:7](=[O:8])[O:9][CH:10]([c:11]2[cH:12][cH:13][cH:14][cH:15][cH:16]2)[c:17]2[cH:18][cH:19][cH:20][cH:21][cH:22]2)[O:23][NH2:24])[cH:4][cH:5]1>>[s:1]1[cH:2][c:3]([CH:6]([C:7](=[O:8])[O:9][CH:10]([c:11]2[cH:12][cH:13][cH:14][cH:15][cH:16]2)[c:17]2[cH:18][cH:19][cH:20][cH:21][cH:22]2)[O:23][N:24]=[C:50]([c:48]2[cH:47][s:46][c:45]([NH:44][C:25]([c:26]3[cH:27][cH:28][cH:29][cH:30][cH:31]3)([c:32]3[cH:33][cH:34][cH:35][cH:36][cH:37]3)[c:38]3[cH:39][cH:40][cH:41][cH:42][cH:43]3)[n:49]2)[C:51](=[O:52])[OH:53])[cH:4][cH:5]1. The reactants are O=C(O)C(=O)c1csc(NC(c2ccccc2)(c2ccccc2)c2ccccc2)n1, CO, NOC(C(=O)OC(c1ccccc1)c1ccccc1)c1ccsc1. The product is O=C(O)C(=NOC(C(=O)OC(c1ccccc1)c1ccccc1)c1ccsc1)c1csc(NC(c2ccccc2)(c2ccccc2)c2ccccc2)n1. The reactants are CCN(CC)N(C(C)=O)c1nc2cc3nc(N)sc3cc2s1, CN(C)C=O, O=C(Cl)CCl, O, c1ccncc1. The product is CCN(CC)N(C(C)=O)c1nc2cc3nc(NC(=O)CCl)sc3cc2s1. Reaction SMILES: [CH2:6]([CH3:7])[N:8]([CH2:9][CH3:10])[N:11]([c:12]1[s:13][c:14]2[c:15]([n:16]1)[cH:17][c:18]1[n:19][c:20]([NH2:24])[s:21][c:22]1[cH:23]2)[C:25]([CH3:26])=[O:27].[CH3:35][N:36]([CH3:37])[CH:38]=[O:39].[Cl:1][CH2:2][C:3](=[O:4])[Cl:5].[OH2:28].[cH:29]1[cH:30][cH:31][n:32][cH:33][cH:34]1>>[Cl:1][CH2:2][C:3](=[O:4])[NH:24][c:20]1[n:19][c:18]2[cH:17][c:15]3[c:14]([s:13][c:12]([N:11]([N:8]([CH2:6][CH3:7])[CH2:9][CH3:10])[C:25]([CH3:26])=[O:27])[n:16]3)[cH:23][c:22]2[s:21]1. The reactants are C(C)(=O)OCC1=C(N2C([C@H]([C@H]2SC1)NC=1SC=C(N1)C(=O)O)=O)C(=O)OC(C1=CC=CC=C1)C1=CC=CC=C1 ((6R-trans)-3-[(acetyloxy)methyl]-7-[(4-carboxy-2-thiazolyl)amino]-8-oxo-5-thia-1-azabicyclo[4.2.0]oct-2-ene-2-carboxylic acid, diphenylmethyl ester), FC(C(=O)O)(F)F (trifluoroacetic acid), C1(=CC=CC=C1)OC (anisole). Solvent: ClCCl (dichloromethane). Reaction conditions: time 45 minute. The product is C(C)(=O)OCC1=C(N2C([C@H]([C@H]2SC1)NC=1SC=C(N1)C(=O)O)=O)C(=O)O ((6R-trans)-3-[(Acetyloxy)methyl]-7-[(4-carboxy-2-thiazolyl)amino]-8-oxo-5-thia-1-azabicyclo[4.2.0]oct-2-ene-2-carboxylic acid). The yield is 73.2%. Reaction SMILES: [C:1]([O:4][CH2:5][C:6]1[CH2:13][S:12][C@H:11]2[N:8]([C:9](=[O:23])[C@H:10]2[NH:14][C:15]2[S:16][CH:17]=[C:18]([C:20]([OH:22])=[O:21])[N:19]=2)[C:7]=1[C:24]([O:26]C(C1C=CC=CC=1)C1C=CC=CC=1)=[O:25])(=[O:3])[CH3:2].FC(F)(F)C(O)=O.C1(OC)C=CC=CC=1>ClCCl>[C:1]([O:4][CH2:5][C:6]1[CH2:13][S:12][C@H:11]2[N:8]([C:9](=[O:23])[C@H:10]2[NH:14][C:15]2[S:16][CH:17]=[C:18]([C:20]([OH:22])=[O:21])[N:19]=2)[C:7]=1[C:24]([OH:26])=[O:25])(=[O:3])[CH3:2]. Procedure details: A mixture of 300 mg of (6R-trans)-3-[(acetyloxy)methyl]-7-[(4-carboxy-2-thiazolyl)amino]-8-oxo-5-thia-1-azabicyclo[4.2.0]oct-2-ene-2-carboxylic acid, diphenylmethyl ester, 1 ml of trifluoroacetic acid, 0.25 ml of anisole and 3 ml of dichloromethane was allowed to stand for 45 minutes, then the solid was collected, washed with ether and petroleum ether and dried, giving 155 mg of the desired compound. The reactants are C(CC(O)(C(=O)O)CC(=O)O)(=O)O (citric acid), FC1=CC=C(NC2=C(C(=O)OC(C)(C)C)C=CC(=C2)C=C)C=C1 (tert-butyl 2-(4-fluoroanilino)-4-vinylbenzoate), BrC=1C=NC=CC1 (3-bromopyridine), C(CCC)N(CCCC)CCCC (tributylamine). The reagents and catalysts are C(C)(=O)[O-].[Pd+2].C(C)(=O)[O-] (palladium acetate), C(C)(=O)[O-].[Pd+2].C(C)(=O)[O-] (palladium acetate). Solvent: C(C)(=O)OCC (ethyl acetate), CN(C(C)=O)C (N,N-dimethylacetamide). Reaction conditions: temperature 110 celsius, time 24 hour. The product is FC1=CC=C(NC2=C(C(=O)OC(C)(C)C)C=CC(=C2)\C=C\C=2C=NC=CC2)C=C1 (tert-butyl 2-(4-fluoroanilino)-4-((E)-2-(pyridin-3-yl)vinyl)benzoate). As a reaction SMILES: [F:1][C:2]1[CH:23]=[CH:22][C:5]([NH:6][C:7]2[CH:19]=[C:18]([CH:20]=[CH2:21])[CH:17]=[CH:16][C:8]=2[C:9]([O:11][C:12]([CH3:15])([CH3:14])[CH3:13])=[O:10])=[CH:4][CH:3]=1.Br[C:25]1[CH:26]=[N:27][CH:28]=[CH:29][CH:30]=1.C(N(CCCC)CCCC)CCC.C(O)(=O)CC(CC(O)=O)(C(O)=O)O>C([O-])(=O)C.[Pd+2].C([O-])(=O)C.C(OCC)(=O)C.CN(C)C(=O)C>[F:1][C:2]1[CH:23]=[CH:22][C:5]([NH:6][C:7]2[CH:19]=[C:18](/[CH:20]=[CH:21]/[C:25]3[CH:26]=[N:27][CH:28]=[CH:29][CH:30]=3)[CH:17]=[CH:16][C:8]=2[C:9]([O:11][C:12]([CH3:15])([CH3:13])[CH3:14])=[O:10])=[CH:4][CH:3]=1 |f:4.5.6|. Procedure details: To N,N-dimethylacetamide 3.0 mL solution of tert-butyl 2-(4-fluoroanilino)-4-vinylbenzoate 0.15 g were added 3-bromopyridine 70 μL, tributylamine 0.23 mL and palladium acetate 11 mg at room temperature, and it was stirred at 110° C. for 24 hours. After the reaction mixture was cooled to room temperature, palladium acetate 11 mg was added to it, and it was stirred at 110° C. for 24 hours. After the reaction mixture was cooled to room temperature, ethyl acetate and 10% citric acid aqueous solution... Reactants: O=C([O-])[O-], Cc1sc(N2CCCCC2)nc1C=Cc1cn(-c2ccccc2)nc1O, CN(C)C=O, CCOC(=O)Cc1ccc(-c2nc(COc3ccc(CCl)cc3OC)c(C)o2)cc1, Cl, [K+], [K+], O. Yields the product CCOC(=O)Cc1ccc(-c2nc(COc3ccc(COc4nn(-c5ccccc5)cc4C=Cc4nc(N5CCCCC5)sc4C)cc3OC)c(C)o2)cc1. As a reaction SMILES: [C:58](=[O:59])([O-:60])[O-:61].[CH3:32][c:33]1[c:34]([CH:44]=[CH:45][c:46]2[c:47]([OH:57])[n:48][n:49](-[c:51]3[cH:52][cH:53][cH:54][cH:55][cH:56]3)[cH:50]2)[n:35][c:36]([N:38]2[CH2:39][CH2:40][CH2:41][CH2:42][CH2:43]2)[s:37]1.[CH3:64][N:65]([CH3:66])[CH:67]=[O:68].[Cl:1][CH2:2][c:3]1[cH:4][c:5]([O:29][CH3:30])[c:6]([O:7][CH2:8][c:9]2[n:10][c:11](-[c:15]3[cH:16][cH:17][c:18]([CH2:21][C:22](=[O:23])[O:24][CH2:25][CH3:26])[cH:19][cH:20]3)[o:12][c:13]2[CH3:14])[cH:27][cH:28]1.[ClH:31].[K+:62].[K+:63].[OH2:69]>>[CH2:2]([c:3]1[cH:4][c:5]([O:29][CH3:30])[c:6]([O:7][CH2:8][c:9]2[n:10][c:11](-[c:15]3[cH:16][cH:17][c:18]([CH2:21][C:22](=[O:23])[O:24][CH2:25][CH3:26])[cH:19][cH:20]3)[o:12][c:13]2[CH3:14])[cH:27][cH:28]1)[O:57][c:47]1[c:46]([CH:45]=[CH:44][c:34]2[c:33]([CH3:32])[s:37][c:36]([N:38]3[CH2:39][CH2:40][CH2:41][CH2:42][CH2:43]3)[n:35]2)[cH:50][n:49](-[c:51]2[cH:52][cH:53][cH:54][cH:55][cH:56]2)[n:48]1.